From a dataset of the Open Reaction Database (ORD), a public repository of structured organic reaction records. describe an organic reaction: reactants, conditions, products, and yield As a reaction SMILES: [Br:1][C:2]1[CH:3]=[C:4]([C:10]2[CH2:14][C:13]([C:19]3[CH:24]=[C:23]([Cl:25])[CH:22]=[C:21]([Cl:26])[CH:20]=3)([C:15]([F:18])([F:17])[F:16])[O:12][N:11]=2)[CH:5]=[CH:6][C:7]=1[CH2:8]Br.[NH2:27][CH2:28][C:29]1[CH:34]=[CH:33][CH:32]=[CH:31][N:30]=1.C(=O)([O-])[O-].[K+].[K+]>C(#N)C.C(OC)(C)(C)C>[Br:1][C:2]1[CH:3]=[C:4]([C:10]2[CH2:14][C:13]([C:19]3[CH:20]=[C:21]([Cl:26])[CH:22]=[C:23]([Cl:25])[CH:24]=3)([C:15]([F:17])([F:18])[F:16])[O:12][N:11]=2)[CH:5]=[CH:6][C:7]=1[CH2:8][NH:27][CH2:28][C:29]1[CH:34]=[CH:33][CH:32]=[CH:31][N:30]=1 |f:2.3.4|. Product: BrC1=C(C=CC(=C1)C1=NOC(C1)(C(F)(F)F)C1=CC(=CC(=C1)Cl)Cl)CNCC1=NC=CC=C1 (1-{2-bromo-4-[5-(3,5-dichlorophenyl)-5-(trifluoromethyl)-4,5-dihydroisoxazol-3-yl]phenyl}-N-(pyridin-2-ylmethyl)methanamine). Yield: 52.9%. Procedure: A solution of 3-[3-bromo-4-(bromomethyl)phenyl]-5-(3,5-dichlorophenyl)-5-(trifluoromethyl)-4,5-dihydroisoxazole (1.8 g), 2-aminomethylpyridine (0.38 g) and potassium carbonate (0.97 g) in acetonitrile (20 mL) was heated to reflux for 3 hours. After the reaction solution was diluted with t-butylmethylether, the solution was washed with water and saturated brine. The organic layer was dried over anhydrous magnesium sulfate. The solvent was distilled off under reduced pressure, and the residue was ... Reactants: BrC=1C=C(C=CC1CBr)C1=NOC(C1)(C(F)(F)F)C1=CC(=CC(=C1)Cl)Cl (3-[3-bromo-4-(bromomethyl)phenyl]-5-(3,5-dichlorophenyl)-5-(trifluoromethyl)-4,5-dihydroisoxazole), NCC1=NC=CC=C1 (2-aminomethylpyridine), C([O-])([O-])=O.[K+].[K+] (potassium carbonate). Run in C(C)#N (acetonitrile), C(C)(C)(C)OC (t-butylmethylether).